Dataset: the Open Reaction Database (ORD), a public repository of structured organic reaction records. Task: describe an organic reaction: reactants, conditions, products, and yield Starting materials: C=CC (propylene), ClC1=C(C=C(C=C1)Cl)Cl (1,2,4-trichlorobenzene), C=CC (propylene), C=C (ethylene), C=CCC (1-butene). The product is C=CC.C=CCC.C=C (Propylene/Butene Ethylene). Reaction SMILES: [CH2:1]=[CH:2][CH3:3].C=C.[CH2:6]=[CH:7][CH2:8][CH3:9].Cl[C:11]1C=CC(Cl)=C[C:12]=1Cl>>[CH2:1]=[CH:2][CH3:3].[CH2:6]=[CH:7][CH2:8][CH3:9].[CH2:11]=[CH2:12] |f:4.5.6|. Procedure: The resulting polymer had a propylene unit content of 61.3% by mol, an ethylene unit content of 10.3% by mol, a 1-butene unit content of 28.4% by mol, an intrinsic viscosity [η] of 2.67 dl/g and a glass transition temperature Tg of −27.7° C. In the DSC measurement, a melting peak was not observed, and the molecular weight distribution (Mw/Mn), as measured by GPC, was 2.0. According to the 13C-NMR spectrum as measured in a 1,2,4-trichlorobenzene solution using tetramethylsilane as a reference mat... Starting materials: OC(C(CC=1N=CN(C1)C(C1=CC=CC=C1)(C1=CC=CC=C1)C1=CC=CC=C1)C)C=1C=C2C=CC(=CC2=CC1)C(=O)O (6-(1-hydroxy-2-methyl-(1-trityl-1H-imidazol-4-yl)propyl)-2-naphthoic acid), crude mixture, Cl.CON (methoxyamine hydrochloride), ON1N=NC2=C1C=CC=C2 (1-hydroxybenzotriazole), Cl.CN(CCCN=C=NCC)C (1-(3-dimethylaminopropyl)-3-ethylcarbodiimide hydrochloride), OC(C(C)C)(C=1N=CN(C1)C(C1=CC=CC=C1)(C1=CC=CC=C1)C1=CC=CC=C1)C=1C=C2C=CC(=CC2=CC1)C(=O)OC (methyl 6-(1-hydroxy-2-methyl-1-(1-trityl-1H-imidazol-4-yl)propyl)-2-naphthoate). The solvent is O (water), C1CCOC1 (THF). Run at time 15 hour. Product: OC(C(C)C)(C=1N=CNC1)C=1C=C2C=CC(=CC2=CC1)C(=O)NOC (6-(1-Hydroxy-1-(1H-imidazol-4-yl)-2-methyl-propyl)-N-methoxy -2-naphthamide). Isolated yield 158.6%. Reaction SMILES: OC(C1C=C2C(=CC=1)C=C(C(O)=O)C=C2)C(C)CC1N=CN(C(C2C=CC=CC=2)(C2C=CC=CC=2)C2C=CC=CC=2)C=1.[OH:43][C:44]([C:72]1[CH:73]=[C:74]2[C:79](=[CH:80][CH:81]=1)[CH:78]=[C:77]([C:82](OC)=[O:83])[CH:76]=[CH:75]2)([C:48]1[N:49]=[CH:50][N:51](C(C2C=CC=CC=2)(C2C=CC=CC=2)C2C=CC=CC=2)[CH:52]=1)[CH:45]([CH3:47])[CH3:46].Cl.[CH3:87][O:88][NH2:89].ON1C2C=CC=CC=2N=N1.Cl.CN(C)CCCN=C=NCC>C1COCC1.O>[OH:43][C:44]([C:72]1[CH:73]=[C:74]2[C:79](=[CH:80][CH:81]=1)[CH:78]=[C:77]([C:82]([NH:89][O:88][CH3:87])=[O:83])[CH:76]=[CH:75]2)([C:48]1[N:49]=[CH:50][NH:51][CH:52]=1)[CH:45]([CH3:47])[CH3:46] |f:2.3,5.6|. Procedure details: In a similar manner to that described in Example 9-(i), a crude mixture of 6-(1-hydroxy-2-methyl-(1-trityl-1H-imidazol-4-yl)propyl)-2-naphthoic acid was obtained by the reaction using methyl 6-(1-hydroxy-2-methyl-1-(1-trityl-1H-imidazol-4-yl)propyl)-2-naphthoate (2.0 g). To a solution of the crude mixture in THF (30 mL) was added methoxyamine hydrochloride (354 mg), 1-hydroxybenzotriazole (594 mg) and 1-(3-dimethylaminopropyl)-3-ethylcarbodiimide hydrochloride (744 mg) under ice cooling. The mix... Starting materials: COCCO, C1CC2CCC1N2, N#CC(CCBr)(c1ccccc1)c1ccccc1. The product is N#CC(CCN1C2CCC1CC2)(c1ccccc1)c1ccccc1. RXN SMILES: [CH3:26][O:27][CH2:28][CH2:29][OH:30].[CH:19]12[CH2:20][CH2:21][CH:22]([CH2:23][CH2:24]1)[NH:25]2.[c:1]1([C:7]([C:8]#[N:9])([CH2:10][CH2:11][Br:12])[c:13]2[cH:14][cH:15][cH:16][cH:17][cH:18]2)[cH:2][cH:3][cH:4][cH:5][cH:6]1>>[c:1]1([C:7]([C:8]#[N:9])([CH2:10][CH2:11][N:25]2[CH:19]3[CH2:20][CH2:21][CH:22]2[CH2:23][CH2:24]3)[c:13]2[cH:14][cH:15][cH:16][cH:17][cH:18]2)[cH:2][cH:3][cH:4][cH:5][cH:6]1. Starting materials: CC(C)(C)OC(=O)N1CCC(N)CC1, CC(=O)O[BH-](OC(C)=O)OC(C)=O, Cc1nc(C)c(C=O)s1, CC(=O)O, ClCCCl, [Na+], [Na+], [OH-]. The product is Cc1nc(C)c(CNC2CCN(C(=O)OC(C)(C)C)CC2)s1. Reaction SMILES: [C:15]([CH3:16])([CH3:17])([CH3:18])[O:19][C:20](=[O:21])[N:22]1[CH2:23][CH2:24][CH:25]([NH2:28])[CH2:26][CH2:27]1.[C:1]([O:2][BH-:3]([O:4][C:5](=[O:6])[CH3:7])[O:8][C:9](=[O:10])[CH3:11])(=[O:12])[CH3:13].[CH3:29][c:30]1[s:31][c:32]([CH:36]=[O:37])[c:33]([CH3:35])[n:34]1.[CH3:38][C:39](=[O:40])[OH:41].[Cl:44][CH2:45][CH2:46][Cl:47].[Na+:14].[Na+:43].[OH-:42]>>[C:15]([CH3:16])([CH3:17])([CH3:18])[O:19][C:20](=[O:21])[N:22]1[CH2:23][CH2:24][CH:25]([NH:28][CH2:36][c:32]2[s:31][c:30]([CH3:29])[n:34][c:33]2[CH3:35])[CH2:26][CH2:27]1.